Dataset: the Open Reaction Database (ORD), a public repository of structured organic reaction records. Task: describe an organic reaction: reactants, conditions, products, and yield Starting materials: C(C)(=O)OO (Peracetic acid), CC=1NC(=C(C(C1C(=O)OCC)C1=CC(=CC=C1)[N+](=O)[O-])C(=O)OCC)SC (diethyl 1,4-dihydro-2-methyl-6-(methylthio)-4-(3-nitrophenyl)-3,5-pyridinedicarboxylate), C([O-])(O)=O.[Na+] (sodium bicarbonate). Solvent: C(Cl)Cl (methylene chloride). Reaction conditions: time 30 minute. Product: CC=1NC(=C(C(C1C(=O)OCC)C1=CC(=CC=C1)[N+](=O)[O-])C(=O)OCC)S(=O)C (Diethyl 1,4-dihydro-2-methyl-6-(methylsulphinyl)-4-(3-nitrophenyl)-3,5-pyridinedicarboxylate). As a reaction SMILES: C(OO)(=[O:3])C.[CH3:6][C:7]1[NH:8][C:9]([S:32][CH3:33])=[C:10]([C:27]([O:29][CH2:30][CH3:31])=[O:28])[CH:11]([C:18]2[CH:23]=[CH:22][CH:21]=[C:20]([N+:24]([O-:26])=[O:25])[CH:19]=2)[C:12]=1[C:13]([O:15][CH2:16][CH3:17])=[O:14].C(=O)(O)[O-].[Na+]>C(Cl)Cl>[CH3:6][C:7]1[NH:8][C:9]([S:32]([CH3:33])=[O:3])=[C:10]([C:27]([O:29][CH2:30][CH3:31])=[O:28])[CH:11]([C:18]2[CH:23]=[CH:22][CH:21]=[C:20]([N+:24]([O-:26])=[O:25])[CH:19]=2)[C:12]=1[C:13]([O:15][CH2:16][CH3:17])=[O:14] |f:2.3|. Procedure: Peracetic acid (6.8 ml of 1M solution in methanol) was added to a solution of diethyl 1,4-dihydro-2-methyl-6-(methylthio)-4-(3-nitrophenyl)-3,5-pyridinedicarboxylate (2.77 g 6.8 mmoles) in methylene chloride (150 ml) at -78°. The reaction mixture was allowed to reach room temperature and was then stirred for 30 minutes. Saturated aqueous sodium bicarbonate (150 ml) was added and the organic layer separated, dried (Na2SO4) and the solvent removed in vacuo. The residue was chromatographed on silic... Reactants: C(C)(C)N1CCC(CC1)N (1-Isopropyl-piperidin-4-ylamine), C(C)(C)N(CC)C(C)C (diisopropylethylamine), O=C1N(C(C2=CC=CC=C12)=O)CCS(=O)(=O)Cl (2-(1,3-dioxo-1,3-dihydro-isoindol-2-yl)-ethanesulfonyl chloride). Run in ClCCl (dichloromethane), ClCCl (dichloromethane). Reaction conditions: time 5 hour. Yields the product C(C)(C)N1CCC(CC1)NS(=O)(=O)CCN1C(C2=CC=CC=C2C1=O)=O (2-(1,3-dioxo-1,3-dihydro-isoindol-2-yl)-ethanesulfonic acid (1-isopropyl-piperidin-4-yl)-amide). Reaction SMILES: [CH:1]([N:4]1[CH2:9][CH2:8][CH:7]([NH2:10])[CH2:6][CH2:5]1)([CH3:3])[CH3:2].C(N(C(C)C)CC)(C)C.[O:20]=[C:21]1[C:29]2[C:24](=[CH:25][CH:26]=[CH:27][CH:28]=2)[C:23](=[O:30])[N:22]1[CH2:31][CH2:32][S:33](Cl)(=[O:35])=[O:34]>ClCCl>[CH:1]([N:4]1[CH2:9][CH2:8][CH:7]([NH:10][S:33]([CH2:32][CH2:31][N:22]2[C:21](=[O:20])[C:29]3[C:24](=[CH:25][CH:26]=[CH:27][CH:28]=3)[C:23]2=[O:30])(=[O:34])=[O:35])[CH2:6][CH2:5]1)([CH3:3])[CH3:2]. Procedure details: 1.00 g (7.032 mmol) 1-Isopropyl-piperidin-4-ylamine (commercially available, or obtainable as described in EP 1479676) was dissolved in 100 ml dichloromethane. Subsequently 1.38 ml (1.1 equiv.) diisopropylethylamine (DIPEA) and 2.12 g (1.1 equiv.) 2-(1,3-dioxo-1,3-dihydro-isoindol-2-yl)-ethanesulfonyl chloride (commercially available) were added. The resulting mixture was stirred for 5 h at room temperature. After complete conversion the mixture was diluted with 100 ml dichloromethane and washed... The reactants are C(C)(=O)OCC (ethyl acetate), C(=O)NC1=CC=NN1C (5-formamido-1-methylpyrazole), [H-].[Na+] (sodium hydride), CI (methyl iodide). Run in O (water), CN(C=O)C (N,N-dimethylformamide). Run at time 1 hour. Product: C(=O)N(C)C1=CC=NN1C (5-(N-formyl-N-methylamino)-1-methylpyrazole). As a reaction SMILES: [CH:1]([NH:3][C:4]1[N:8]([CH3:9])[N:7]=[CH:6][CH:5]=1)=[O:2].[H-].[Na+].CI.[C:14](OCC)(=O)C>CN(C)C=O.O>[CH:1]([N:3]([C:4]1[N:8]([CH3:9])[N:7]=[CH:6][CH:5]=1)[CH3:14])=[O:2] |f:1.2|. Reported procedure: To a solution of 5-formamido-1-methylpyrazole in N,N-dimethylformamide (50 ml) was sodium hydride (1.6 g) under ice-cooling. Then, to the mixture was added methyl iodide (2.5 ml) at the same condition. The mixture was stirred for 1 hour under ice-cooling. To the reaction mixture was added a mixture of ethyl acetate (500 ml) and water (100 ml). The organic layer was separated, and the aqueous layer was extracted with ethyl acetate (50 ml×2). The organic solution was dried over magnesium sulfate. ... Starting materials: C(C1=CC=CC=C1)=NCC1CCN(CC1)C1=C(C=C(C=C1)[N+](=O)[O-])F (benzylidene[1-(2-fluoro-4-nitrophenyl)piperidine-4-ylmethyl]amine). Solvent: Cl (hydrochloric acid). Product: FC1=C(C=CC(=C1)[N+](=O)[O-])N1CCC(CC1)CN (1-(2-fluoro-4-nitrophenyl)piperidine-4-ylmethylamine). Isolated yield 98.5%. RXN SMILES: C(=[N:8][CH2:9][CH:10]1[CH2:15][CH2:14][N:13]([C:16]2[CH:21]=[CH:20][C:19]([N+:22]([O-:24])=[O:23])=[CH:18][C:17]=2[F:25])[CH2:12][CH2:11]1)C1C=CC=CC=1>Cl>[F:25][C:17]1[CH:18]=[C:19]([N+:22]([O-:24])=[O:23])[CH:20]=[CH:21][C:16]=1[N:13]1[CH2:12][CH2:11][CH:10]([CH2:9][NH2:8])[CH2:15][CH2:14]1. Reported procedure: 1N aqueous hydrochloric acid (20 ml) was added to benzylidene[1-(2-fluoro-4-nitrophenyl)piperidine-4-ylmethyl]amine (compound of Reference Example 21; 1.15 g, 3.36 mmol), and the mixture was refluxed for 6 hours. The reaction mixture was washed with ethyl acetate and adjusted to pH=12 by addition of 2N aqueous sodium hydroxide. The water layer was saturated with sodium chloride and extracted with chloroform. The organic layer was dried over anhydrous sodium sulfate. The solvent was evaporated un... The reactants are solution, CN1N=C(C=C1C1CC(C(C(C1)=O)C(CC)=O)=O)C (5-(1,3-dimethyl-1H-pyrazol-5-yl)-2-propionylcyclohexane-1,3-dione), ethanolic solution, Cl/C=C/CON ((E)-3-chloro-2-propenyloxyamine). The solvent is CO (methanol). Product: ClC=CCO\N=C(/CC)\C1C(CC(CC1=O)C1=CC(=NN1C)C)=O ((E)-2-[1-(3-chloro-2-propenyloxyimino)propyl]-5-(1,3-dimethyl-1H-pyrazol-5-yl)cyclohexane-1,3-dione). RXN SMILES: [CH3:1][N:2]1[C:6]([CH:7]2[CH2:12][C:11](=[O:13])[CH:10]([C:14](=O)[CH2:15][CH3:16])[C:9](=[O:18])[CH2:8]2)=[CH:5][C:4]([CH3:19])=[N:3]1.[Cl:20]/[CH:21]=[CH:22]/[CH2:23][O:24][NH2:25]>CO>[Cl:20][CH:21]=[CH:22][CH2:23][O:24]/[N:25]=[C:14](/[CH:10]1[C:11](=[O:13])[CH2:12][CH:7]([C:6]2[N:2]([CH3:1])[N:3]=[C:4]([CH3:19])[CH:5]=2)[CH2:8][C:9]1=[O:18])\[CH2:15][CH3:16]. Reported procedure: To 10 ml of a solution of 5.60 g (21.3 mmols) of 5-(1,3-dimethyl-1H-pyrazol-5-yl)-2-propionylcyclohexane-1,3-dione in methanol was added 57 ml (21.7 mmols) of 0.38 mol ethanolic solution of (E)-3-chloro-2-propenyloxyamine. The mixture was reacted for 10 hours with stirring. After completion of the reaction, the reaction mixture was concentrated under reduced pressure. The resulting crude product was purified by silica gel column chromatography (hexane:ethyl acetate=2:1) to give 6.84 g of the pro... Reactants: CN(C)C(=N)N(C)C, Cc1nc(C)c(C=O)s1, COC(=O)C(NC(=O)c1ccc(C(O)C=Cc2cccc(O)c2)cc1Cl)P(=O)(OC)OC, C1CCOC1. The product is COC(=O)C(=Cc1sc(C)nc1C)NC(=O)c1ccc(C(O)C=Cc2cccc(O)c2)cc1Cl. As a reaction SMILES: [CH3:1][N:2]([CH3:3])[C:4]([N:5]([CH3:6])[CH3:7])=[NH:8].[CH3:41][c:42]1[s:43][c:44]([CH:48]=[O:49])[c:45]([CH3:47])[n:46]1.[CH3:9][O:10][C:11]([CH:12]([NH:13][C:14]([c:15]1[c:16]([Cl:32])[cH:17][c:18]([CH:21]([CH:22]=[CH:23][c:24]2[cH:25][c:26]([OH:30])[cH:27][cH:28][cH:29]2)[OH:31])[cH:19][cH:20]1)=[O:33])[P:34]([O:35][CH3:36])([O:37][CH3:38])=[O:39])=[O:40].[O:50]1[CH2:51][CH2:52][CH2:53][CH2:54]1>>[CH3:9][O:10][C:11]([C:12]([NH:13][C:14]([c:15]1[c:16]([Cl:32])[cH:17][c:18]([CH:21]([CH:22]=[CH:23][c:24]2[cH:25][c:26]([OH:30])[cH:27][cH:28][cH:29]2)[OH:31])[cH:19][cH:20]1)=[O:33])=[CH:48][c:44]1[s:43][c:42]([CH3:41])[n:46][c:45]1[CH3:47])=[O:40]. The reactants are BrCCC(=O)OCC (Ethyl 3-bromopropionate), C1(=CC=CC=C1)P(C1=CC=CC=C1)C1=CC=CC=C1 (Triphenylphosphine). Run in C1(=CC=CC=C1)C (toluene). Run at time 3 hour. Product: [Br-].C(C)OC(=O)CC[P+](C1=CC=CC=C1)(C1=CC=CC=C1)C1=CC=CC=C1 (2-(ethoxycarbonyl)ethyl triphenylphosphonium bromide). Yield: 18.0%. Reaction SMILES: [Br:1][CH2:2][CH2:3][C:4]([O:6][CH2:7][CH3:8])=[O:5].[C:9]1([P:15]([C:22]2[CH:27]=[CH:26][CH:25]=[CH:24][CH:23]=2)[C:16]2[CH:21]=[CH:20][CH:19]=[CH:18][CH:17]=2)[CH:14]=[CH:13][CH:12]=[CH:11][CH:10]=1>C1(C)C=CC=CC=1>[Br-:1].[CH2:7]([O:6][C:4]([CH2:3][CH2:2][P+:15]([C:16]1[CH:17]=[CH:18][CH:19]=[CH:20][CH:21]=1)([C:22]1[CH:27]=[CH:26][CH:25]=[CH:24][CH:23]=1)[C:9]1[CH:10]=[CH:11][CH:12]=[CH:13][CH:14]=1)=[O:5])[CH3:8] |f:3.4|. Procedure details: Ethyl 3-bromopropionate (1.81 g, 0.01 moles) was added to a three-necked, 100 mL round bottom flask equipped with a magnetic stirrer, thermocouple and temperature controller, condenser, and heating mantle. Triphenylphosphine (2.62 g, 0.01 moles) and toluene (25 ml) was added and the mixture was heated to reflux temperature. As the temperature turned 90° C., the mixture turned slightly cloudy. After 3 hours at 115° C., the reaction mixture was cooled to room temperature, during which time a yello...